Dataset: the Open Reaction Database (ORD), a public repository of structured organic reaction records. Task: describe an organic reaction: reactants, conditions, products, and yield Product: O=C(NC1=C(F)C(F)=C(C(F)=C1F)C(F)(F)F)C=2C(=CC=CC2C)B3OC(C)(C)C(O3)(C)C. Yield: 85.0%. Run in N#CC. Conditions: temperature 80 celsius, time 24 hour. Starting materials: O=C(NC1=C(F)C(F)=C(C(F)=C1F)C(F)(F)F)C=2C=CC=CC2C. The reagents and catalysts are O=C(C=CC1=CC=C(C=C1)C(F)(F)F)C=CC2=CC=C(C=C2)C(F)(F)F, [Na].O=S(=O)(O)C1=CC=C(C=C1)C, [K].O=S(=O)(O)OOS(=O)(=O)O, O1B(OC(C)(C)C1(C)C)B2OC(C)(C)C(O2)(C)C, [Pd].O=C(O)C.